From a dataset of the Open Reaction Database (ORD), a public repository of structured organic reaction records. describe an organic reaction: reactants, conditions, products, and yield Starting materials: [Br-], C1CCOC1, COCCn1c(-c2ccc(C(C)C)cc2)nc2cc(C(C)=O)cc(OC)c21, [Mg+]c1ccccc1. The product is COCCn1c(-c2ccc(C(C)C)cc2)nc2cc(C(C)(O)c3ccccc3)cc(OC)c21. As a reaction SMILES: [Br-:28].[CH2:36]1[O:37][CH2:38][CH2:39][CH2:40]1.[CH:1]([CH3:2])([CH3:3])[c:4]1[cH:5][cH:6][c:7](-[c:10]2[n:11][c:12]3[c:13]([n:14]2[CH2:15][CH2:16][O:17][CH3:18])[c:19]([O:26][CH3:27])[cH:20][c:21]([C:23]([CH3:24])=[O:25])[cH:22]3)[cH:8][cH:9]1.[c:29]1([Mg+:35])[cH:30][cH:31][cH:32][cH:33][cH:34]1>>[CH:1]([CH3:2])([CH3:3])[c:4]1[cH:5][cH:6][c:7](-[c:10]2[n:11][c:12]3[c:13]([n:14]2[CH2:15][CH2:16][O:17][CH3:18])[c:19]([O:26][CH3:27])[cH:20][c:21]([C:23]([CH3:24])([OH:25])[c:29]2[cH:30][cH:31][cH:32][cH:33][cH:34]2)[cH:22]3)[cH:8][cH:9]1. Starting materials: ICCC(F)(F)C(F)(F)C(F)(F)S(=O)O[Na] (ICH2CH2(CF2)3SO2Na), [OH-].[K+] (KOH). The solvent is C(C)O (ethanol). Reaction conditions: temperature 20 celsius. Product: C=CC(F)(F)C(F)(F)C(F)(F)S(=O)O (CH2═CH(CF2)3SO2H). Isolated yield 88.8%. As a reaction SMILES: I[CH2:2][CH2:3][C:4]([C:7]([C:10]([S:13]([O:15][Na])=[O:14])([F:12])[F:11])([F:9])[F:8])([F:6])[F:5].[OH-].[K+]>C(O)C>[CH2:2]=[CH:3][C:4]([C:7]([C:10]([S:13]([OH:15])=[O:14])([F:11])[F:12])([F:8])[F:9])([F:6])[F:5] |f:1.2|. Procedure details: The above ICH2CH2(CF2)3SO2Na wet solid was dissolved in ethanol and treated with 8.7 g KOH (MW=56, 85%, 0.132 mol) at room temperature, then the mixture was reacted at 50° C. for 8 hrs to precipitate a solid (KI). The reaction mixture was cooled to 20° C. and filtered to remove solids. No significant change in 19F NMR was observed. The solvent was stripped and the resulting solid was acidified with 2N H2SO4 to a pH<2. The acidified solution was extracted with t-butylmethyl ether (three times, 10... The reactants are CC1(C=2C=CC(=CC2C(=CC1)OS(=O)(=O)C(F)(F)F)N=NC1=CC=C(C(=O)OCC)C=C1)C (ethyl 4-[(5,6-dihydro-5,5-dimethyl-8-trifluoromethylsulfonyloxy-naphthalen-2-yl)azo]benzoate), S1C=CC=C1 (thiophene), [Li]C(C)(C)C (t-BuLi). The reagents and catalysts are C=1C=CC(=CC1)[P](C=2C=CC=CC2)(C=3C=CC=CC3)[Pd]([P](C=4C=CC=CC4)(C=5C=CC=CC5)C=6C=CC=CC6)([P](C=7C=CC=CC7)(C=8C=CC=CC8)C=9C=CC=CC9)[P](C=1C=CC=CC1)(C=1C=CC=CC1)C=1C=CC=CC1 (tetrakis(triphenylphosphine)palladium(0)), [Cl-].[Cl-].[Zn+2] (ZnCl2). The solvent is C1CCOC1 (THF), C1CCOC1 (THF), [NH4+].[Cl-] (NH4Cl), C1CCOC1 (THF). Run at time 2 hour. The product is CC1(C=2C=CC(=CC2C(=CC1)C=1SC=CC1)N=NC1=CC=C(C(=O)OCC)C=C1)C (Ethyl 4-[(5,5-dimethyl-8-(2-thienyl)-5,6-dihydronaphthalen-2-yl)azo]benzoate). RXN SMILES: [S:1]1[CH:5]=[CH:4][CH:3]=[CH:2]1.[Li]C(C)(C)C.[CH3:11][C:12]1([CH3:43])[CH2:21][CH:20]=[C:19](OS(C(F)(F)F)(=O)=O)[C:18]2[CH:17]=[C:16]([N:30]=[N:31][C:32]3[CH:42]=[CH:41][C:35]([C:36]([O:38][CH2:39][CH3:40])=[O:37])=[CH:34][CH:33]=3)[CH:15]=[CH:14][C:13]1=2>C1COCC1.[NH4+].[Cl-].[Cl-].[Cl-].[Zn+2].C1C=CC([P]([Pd]([P](C2C=CC=CC=2)(C2C=CC=CC=2)C2C=CC=CC=2)([P](C2C=CC=CC=2)(C2C=CC=CC=2)C2C=CC=CC=2)[P](C2C=CC=CC=2)(C2C=CC=CC=2)C2C=CC=CC=2)(C2C=CC=CC=2)C2C=CC=CC=2)=CC=1>[CH3:43][C:12]1([CH3:11])[CH2:21][CH:20]=[C:19]([C:2]2[S:1][CH:5]=[CH:4][CH:3]=2)[C:18]2[CH:17]=[C:16]([N:30]=[N:31][C:32]3[CH:33]=[CH:34][C:35]([C:36]([O:38][CH2:39][CH3:40])=[O:37])=[CH:41][CH:42]=3)[CH:15]=[CH:14][C:13]1=2 |f:4.5,6.7.8,^1:57,59,78,97|. Procedure details: To a cold solution (-78° C.) of thiophene (0.07 ml, 0.75 mmol) in 1.5 ml of THF was added t-BuLi (0.457 ml, 0.75 mmol, 1.7M in pentane) and stirred for 2 h. To this solution, ZnCl2 (168 mg, 1.2 mmol) in 1.5 ml of THF was added. The resulting solution was warmed to room temperature, stirred for 1 h and was added (via cannula) to a solution of ethyl 4-[(5,6-dihydro-5,5-dimethyl-8-trifluoromethylsulfonyloxy-naphthalen-2-yl)azo]benzoate (Compound D11, 150 mg, 0.30 mmol) and tetrakis(triphenylphosphi... Yield: 60.0%. Procedure: A mixture of (1RS,2SR)-2-amino-5-methyl-1-phenylhexan-1-ol (1.04 g, 5 mmol), 3-piperidinopropyl tosylate hydrochloride (2.00 g, 6 mmol) and sodium bicarbonate (1.05 g, 12.5 mmol) in ethanol (10 ml) was refluxed for 1 hour. After cooling, to the reaction mixture were added ether (100 ml), water (50 ml) and 2N-NaOH (5 ml) and the resulting mixture was well shaken. The ethereal layer was separated and washed three times with water, then once with brine, followed by drying and subsequent concentrati... RXN SMILES: [NH2:1][CH:2]([CH2:11][CH2:12][CH:13]([CH3:15])[CH3:14])[CH:3]([C:5]1[CH:10]=[CH:9][CH:8]=[CH:7][CH:6]=1)[OH:4].[ClH:16].S(C1C=CC(C)=CC=1)(O[CH2:21][CH2:22][CH2:23][N:24]1[CH2:29][CH2:28][CH2:27][CH2:26][CH2:25]1)(=O)=O.C(=O)(O)[O-].[Na+].[OH-].[Na+]>C(O)C.O.CCOCC>[ClH:16].[ClH:16].[CH3:14][CH:13]([CH3:15])[CH2:12][CH2:11][CH:2]([NH:1][CH2:21][CH2:22][CH2:23][N:24]1[CH2:29][CH2:28][CH2:27][CH2:26][CH2:25]1)[CH:3]([C:5]1[CH:10]=[CH:9][CH:8]=[CH:7][CH:6]=1)[OH:4] |f:1.2,3.4,5.6,10.11.12|. Solvent: C(C)O (ethanol), O (water), CCOCC (ether). The reactants are NC(C(O)C1=CC=CC=C1)CCC(C)C ((1RS,2SR)-2-amino-5-methyl-1-phenylhexan-1-ol), Cl.S(=O)(=O)(OCCCN1CCCCC1)C1=CC=C(C)C=C1 (3-piperidinopropyl tosylate hydrochloride), C([O-])(O)=O.[Na+] (sodium bicarbonate), [OH-].[Na+] (NaOH). Product: Cl.Cl.CC(CCC(C(O)C1=CC=CC=C1)NCCCN1CCCCC1)C ((1RS,2SR)-5-Methyl-1-phenyl-2-(3-piperidinopropylamino)hexan- 1-ol dihydrochloride).